Task: describe an organic reaction: reactants, conditions, products, and yield. Dataset: the Open Reaction Database (ORD), a public repository of structured organic reaction records Starting materials: CCCCCC=CCC=CCC=CCC=CCCCCO, [N-]=[N+]=[N-], [Na+], CN(C)C=O, O, CS(=O)(=O)Cl, c1ccncc1. Yields the product CCCCCC=CCC=CCC=CCC=CCCCCN=[N+]=[N-]. As a reaction SMILES: [CH2:1]([CH2:2][CH2:3][CH2:4][CH:5]=[CH:6][CH2:7][CH:8]=[CH:9][CH2:10][CH:11]=[CH:12][CH2:13][CH:14]=[CH:15][CH2:16][CH2:17][CH2:18][CH2:19][CH3:20])[OH:21].[N-:29]=[N+:30]=[N-:31].[Na+:28].[O:38]=[CH:39][N:40]([CH3:41])[CH3:42].[OH2:27].[S:22]([Cl:23])([CH3:24])(=[O:25])=[O:26].[cH:32]1[cH:33][cH:34][n:35][cH:36][cH:37]1>>[CH2:1]([CH2:2][CH2:3][CH2:4][CH:5]=[CH:6][CH2:7][CH:8]=[CH:9][CH2:10][CH:11]=[CH:12][CH2:13][CH:14]=[CH:15][CH2:16][CH2:17][CH2:18][CH2:19][CH3:20])[N:29]=[N+:30]=[N-:31]. Reactants: C(#N)C1=CC=C(C=C1)C1NC(N(C(=C1C(=O)OCC)C)C1=CC(=CC=C1)C(F)(F)F)=S (Ethyl 4-(4-cyanophenyl)-6-methyl-2-thioxo-1-[3-(trifluoromethyl)phenyl]-1,2,3,4-tetrahydro-5-pyrimidinecarboxylate), Br.BrCC1=CC=NC=C1 (4-(bromo-methyl)pyridine hydrobromide), C([O-])([O-])=O.[K+].[K+] (potassium carbonate). The reagents and catalysts are [I-].C(CCC)[N+](CCCC)(CCCC)CCCC (N,N,N-tributyl-1-butan-aminium iodide). Run in CC(=O)C (acetone). Reaction conditions: time 8 hour. Product: C(#N)C1=CC=C(C=C1)C1N=C(N(C(=C1C(=O)OCC)C)C1=CC(=CC=C1)C(F)(F)F)SCC1=CC=NC=C1 (Ethyl 4-(4-cyanophenyl)-6-methyl-2-[(4-pyridinylmethyl)sulfanyl]-1-[3-(trifluoro-methyl)phenyl]-1,4-dihydro-5-pyrimidinecarboxylate). RXN SMILES: [C:1]([C:3]1[CH:8]=[CH:7][C:6]([CH:9]2[C:14]([C:15]([O:17][CH2:18][CH3:19])=[O:16])=[C:13]([CH3:20])[N:12]([C:21]3[CH:26]=[CH:25][CH:24]=[C:23]([C:27]([F:30])([F:29])[F:28])[CH:22]=3)[C:11](=[S:31])[NH:10]2)=[CH:5][CH:4]=1)#[N:2].Br.Br[CH2:34][C:35]1[CH:40]=[CH:39][N:38]=[CH:37][CH:36]=1.C(=O)([O-])[O-].[K+].[K+]>[I-].C([N+](CCCC)(CCCC)CCCC)CCC.CC(C)=O>[C:1]([C:3]1[CH:4]=[CH:5][C:6]([CH:9]2[C:14]([C:15]([O:17][CH2:18][CH3:19])=[O:16])=[C:13]([CH3:20])[N:12]([C:21]3[CH:26]=[CH:25][CH:24]=[C:23]([C:27]([F:30])([F:29])[F:28])[CH:22]=3)[C:11]([S:31][CH2:34][C:35]3[CH:40]=[CH:39][N:38]=[CH:37][CH:36]=3)=[N:10]2)=[CH:7][CH:8]=1)#[N:2] |f:1.2,3.4.5,6.7|. Procedure: Ethyl 4-(4-cyanophenyl)-6-methyl-2-thioxo-1-[3-(trifluoromethyl)phenyl]-1,2,3,4-tetrahydro-5-pyrimidinecarboxylate (Example 3; 100 mg, 0.22 mmol), 4-(bromo-methyl)pyridine hydrobromide (62.5 mg, 0.25 mmol), N,N,N-tributyl-1-butan-aminium iodide (7 mg, 0.03 mmol) and potassium carbonate (65.2 mg, 0.47 mmol) are dissolved in 3 ml acetone and stirred at room temperature overnight. The solvent is removed in vacuo and the product is purified via preparative HPLC (RP18-column; eluent: acetonitrile-wat... Starting materials: COC(=O)C(=O)Cl, ClCCl, Cn1ccc2ccc(-n3ccnc3)cc21. Product: COC(=O)C(=O)c1cn(C)c2cc(-n3ccnc3)ccc12. As a reaction SMILES: [Cl:16][C:17]([C:18](=[O:19])[O:20][CH3:21])=[O:22].[Cl:23][CH2:24][Cl:25].[n:1]1(-[c:6]2[cH:7][cH:8][c:9]3[cH:10][cH:11][n:12]([CH3:15])[c:13]3[cH:14]2)[cH:2][n:3][cH:4][cH:5]1>>[n:1]1(-[c:6]2[cH:7][cH:8][c:9]3[c:10]([C:17]([C:18](=[O:19])[O:20][CH3:21])=[O:22])[cH:11][n:12]([CH3:15])[c:13]3[cH:14]2)[cH:2][n:3][cH:4][cH:5]1. The reactants are Triol, COC(C)(C)OC (2,2-dimethoxypropane), O.C1(=CC=C(C=C1)S(=O)(=O)O)C (p-toluenesulfonic acid monohydrate), TEA. Product: CC1(OCC(CO1)CO)C ((2,2-dimethyl-[1,3]dioxan-5-yl)-methanol). Reported procedure: Triol 3-1 (1 eq.) was dissolved in DMF at a concentration of approximately 0.5 M and 2,2-dimethoxypropane (1.16 eq.) and p-toluenesulfonic acid monohydrate (0.03 eq.) were added. The solution was stirred for one or more days, and was quenched with TEA (0.5 eq.). As much solvent as possible was removed in vacuo and the remainder was purified by distillation under vacuum. As a reaction SMILES: [CH3:1][O:2][C:3]([O:6][CH3:7])([CH3:5])[CH3:4].[OH2:8].[C:9]1([CH3:19])C=CC(S(O)(=O)=O)=CC=1>CN(C=O)C>[CH3:4][C:3]1([CH3:5])[O:6][CH2:7][CH:19]([CH2:9][OH:8])[CH2:1][O:2]1 |f:1.2|. Solvent: CN(C)C=O (DMF). Starting materials: FC(C1CN(CC1)C(=O)OC(C)(C)C)(F)F (tert-Butyl 3-(trifluoromethyl)pyrrolidine-1-carboxylate), C(F)(F)(F)C(=O)O (CF3CO2H). The solvent is C(Cl)Cl (CH2Cl2). Product: FC(C(=O)O)(F)F.FC(C1CNCC1)(F)F (3-(Trifluoromethyl)pyrrolidine (trifluoroacetate)). As a reaction SMILES: [F:1][C:2]([F:16])([F:15])[CH:3]1[CH2:7][CH2:6][N:5](C(OC(C)(C)C)=O)[CH2:4]1.[C:17]([C:21]([OH:23])=[O:22])([F:20])([F:19])[F:18]>C(Cl)Cl>[F:18][C:17]([F:20])([F:19])[C:21]([OH:23])=[O:22].[F:1][C:2]([F:16])([F:15])[CH:3]1[CH2:7][CH2:6][NH:5][CH2:4]1 |f:3.4|. Reported procedure: tert-Butyl 3-(trifluoromethyl)pyrrolidine-1-carboxylate (100 mg, 0.42 mmol) was treated with 20% CF3CO2H in CH2Cl2 at room temperature overnight. The volatiles were removed in vacuo to give the subtitled compound (106 mg). Reactants: C1(=CC=CC=C1)C1CCCCC1 (4-phenylcyclohexane), C1(=CC=CC=C1)O (phenol), [Cl-].[Ca+2].[Cl-] (calcium chloride), Cl (hydrochloric acid), C(C)(=O)OCC (ethyl acetate). The solvent is O (water). Conditions: time 168 hour. Yields the product OC1=CC=C(C=C1)C1(CCC(CC1)C1=CC=CC=C1)C1=CC=C(C=C1)O (1,1-bis(4-hydroxyphenyl)-4-phenylcyclohexane). RXN SMILES: [C:1]1([CH:7]2[CH2:12][CH2:11][CH2:10][CH2:9][CH2:8]2)[CH:6]=[CH:5][CH:4]=[CH:3][CH:2]=1.[C:13]1([OH:19])[CH:18]=[CH:17][CH:16]=[CH:15][CH:14]=1.[Cl-].[Ca+2].[Cl-].Cl.C([O:27][CH2:28][CH3:29])(=O)C>O>[OH:19][C:13]1[CH:18]=[CH:17][C:16]([C:4]2([C:1]3[CH:6]=[CH:29][C:28]([OH:27])=[CH:3][CH:2]=3)[CH2:5][CH2:6][CH:1]([C:7]3[CH:12]=[CH:11][CH:10]=[CH:9][CH:8]=3)[CH2:2][CH2:3]2)=[CH:15][CH:14]=1 |f:2.3.4|. Procedure details: (1st step): To a mixture of 51.6 g of 4-phenylcyclohexane, 111.5 g of phenol and 65.7 g of calcium chloride, 24.7 ml of concentrated hydrochloric acid was slowly added dropwise by vigorous stirring of the mixture at room temperature. Then, the mixture was stirred for eight hours and left for more 168 hours at room temperature. 0.3 liters of warm water and one liter of ethyl acetate were added to the mixture to dissolve by heating, and the mixture was washed with a saturated sodium chloride solut... Starting materials: ClC1=NC=CC(=N1)N1C([C@](CC1)(C#N)C(C)C)=O ((3S)-1-(2-chloropyrimidin-4-yl)-3-isopropyl-2-oxopyrrolidine-3-carbonitrile), NC=1C=NN(C1)CC(=O)N(C)C (2-(4-amino-1H-pyrazol-1-yl)-N,N-dimethylacetamide), C(C)(=O)O (acetic acid). The solvent is C(C)O (ethanol). The product is Cl.C(#N)[C@@]1(C(N(CC1)C1=NC(=NC=C1)NC=1C=NN(C1)CC(=O)N(C)C)=O)C(C)C (2-(4-((4-((3S)-3-cyano-3-isopropyl-2-oxopyrrolidin-1-yl)pyrimidin-2-yl)amino)-1H-pyrazol-1-yl)-N,N-dimethylacetamide hydrochloride). Yield: 100.1%. As a reaction SMILES: [Cl:1][C:2]1[N:7]=[C:6]([N:8]2[CH2:12][CH2:11][C@:10]([CH:15]([CH3:17])[CH3:16])([C:13]#[N:14])[C:9]2=[O:18])[CH:5]=[CH:4][N:3]=1.[NH2:19][C:20]1[CH:21]=[N:22][N:23]([CH2:25][C:26]([N:28]([CH3:30])[CH3:29])=[O:27])[CH:24]=1.C(O)(=O)C>C(O)C>[ClH:1].[C:13]([C@@:10]1([CH:15]([CH3:17])[CH3:16])[CH2:11][CH2:12][N:8]([C:6]2[CH:5]=[CH:4][N:3]=[C:2]([NH:19][C:20]3[CH:21]=[N:22][N:23]([CH2:25][C:26]([N:28]([CH3:30])[CH3:29])=[O:27])[CH:24]=3)[N:7]=2)[C:9]1=[O:18])#[N:14] |f:4.5|. Procedure: A solution of (3S)-1-(2-chloropyrimidin-4-yl)-3-isopropyl-2-oxopyrrolidine-3-carbonitrile (55 mg) obtained in Step A of Example 9, 2-(4-amino-1H-pyrazol-1-yl)-N,N-dimethylacetamide (42 mg) and acetic acid (13 μL) in ethanol (2 mL) was stirred in a microwave reactor at 150° C. for 1 hr, and the solvent was evaporated under reduced pressure. The obtained residue was purified by silica gel column chromatography (NH, ethyl acetate/methanol). To a solution of the residue (80 mg) in ethanol (3 mL) was... Starting materials: N(=O)[O-].[Na+] (Sodium nitrite), O.O.[Sn](Cl)Cl (tin (II) chloride dihydrate), [OH-].[K+] (potassium hydroxide), NC=1C=CC(=NC1)C (5-Amino-2-methyl-pyridine). Run in O (water), Cl (HCl), Cl (HCl). Conditions: temperature 0 celsius, time 30 minute. The product is N(N)C=1C=CC(=NC1)C (5-hydrazino-2-methyl-pyridine). The yield is 70.9%. As a reaction SMILES: [NH2:1][C:2]1[CH:3]=[CH:4][C:5]([CH3:8])=[N:6][CH:7]=1.[N:9]([O-])=O.[Na+].O.O.[Sn](Cl)Cl.[OH-].[K+]>Cl.O>[NH:1]([C:2]1[CH:3]=[CH:4][C:5]([CH3:8])=[N:6][CH:7]=1)[NH2:9] |f:1.2,3.4.5,6.7|. Procedure details: 5-Amino-2-methyl-pyridine (9.90 g, 91.6 mmol) was dissolved in 6 N HCl (100 mL), cooled to 0° C., and vigorously stirred throughout the procedure. Sodium nitrite (6.32 g, 91.6 mmol) was dissolved in water (50 mL), this solution was added to the reaction solution. After 30 min, tin (II) chloride dihydrate (52.0 g, 230 mmol) in 6 N HCl (100 mL) was added, and the reaction slurry was stirred at 0° C. for 3 h. The pH was adjusted to pH 14 with 40% aqueous potassium hydroxide solution. EtOAc extracti... Starting materials: O=C([O-])O, CN(C)C=O, COc1ccc2c(c1)C13CCNC(C2)C1(OC)C(C)CC(=O)C3, BrCC1CC1, Cl, [Na+]. The product is COc1ccc2c(c1)C13CCN(CC4CC4)C(C2)C1(OC)C(C)CC(=O)C3, Cl. RXN SMILES: [C:1](=[O:2])([OH:3])[O-:4].[CH3:35][N:36]([CH3:37])[CH:38]=[O:39].[CH3:7][O:8][c:9]1[cH:10][cH:11][c:12]2[c:21]([cH:22]1)[C:20]13[C:15]([O:28][CH3:29])([CH:14]([CH2:13]2)[NH:25][CH2:24][CH2:23]1)[CH:16]([CH3:27])[CH2:17][C:18](=[O:26])[CH2:19]3.[CH:30]1([CH2:33][Br:34])[CH2:31][CH2:32]1.[ClH:6].[Na+:5]>>[CH3:7][O:8][c:9]1[cH:10][cH:11][c:12]2[c:21]([cH:22]1)[C:20]13[C:15]([O:28][CH3:29])([CH:14]([CH2:13]2)[N:25]([CH2:33][CH:30]2[CH2:31][CH2:32]2)[CH2:24][CH2:23]1)[CH:16]([CH3:27])[CH2:17][C:18](=[O:26])[CH2:19]3.[ClH:6].